This data is from the Open Reaction Database (ORD), a public repository of structured organic reaction records. The task is: describe an organic reaction: reactants, conditions, products, and yield Reactants: CCC(C)=O, CCOC(=O)CC(C)(C)CCCCCl, [I-], [Na+]. The product is CCOC(=O)CC(C)(C)CCCCI. As a reaction SMILES: [CH2:17]([C:18]([CH3:19])=[O:20])[CH3:21].[CH3:1][C:2]([CH2:3][C:4](=[O:5])[O:6][CH2:7][CH3:8])([CH2:9][CH2:10][CH2:11][CH2:12][Cl:13])[CH3:14].[I-:16].[Na+:15]>>[CH3:1][C:2]([CH2:3][C:4](=[O:5])[O:6][CH2:7][CH3:8])([CH2:9][CH2:10][CH2:11][CH2:12][I:16])[CH3:14]. Reported procedure: To a solution of (4aR*,11aS*)-10-benzyl-1,2,3,4,4a,5,10,11a-octahydro-11H-dibenzo[b,e][1,4]-diazepin-11-one (200 mg, 0.65 mmol) in 1,2-dichloroethane (2 mL) was added phthalimidoacetyl chloride (175 mg, 0.78 mmol), and the mixture was stirred for 15 minutes at room temperature. To this solution was added pyridine (0.08 mL), and the mixture was stirred for 15 minutes at room temperature. To the reaction mixture was added a saturated aqueous solution of sodium hydrogencarbonate. The aqueous layer ... The product is C(C1=CC=CC=C1)N1C2=C(N([C@H]3[C@@H](C1=O)CCCC3)C(CN3C(C=1C(C3=O)=CC=CC1)=O)=O)C=CC=C2 ((4aR*,11aS*)-10-Benzyl-5-(phthalimidoacetyl)-1,2,3,4,4a,5,10,11a-octahydro-11H-dibenzo[b,e][1,4]-diazepin-11-one). The solvent is ClCCCl (1,2-dichloroethane). The yield is 43.0%. Starting materials: C(C1=CC=CC=C1)N1C2=C(N[C@H]3[C@@H](C1=O)CCCC3)C=CC=C2 ((4aR*,11aS*)-10-benzyl-1,2,3,4,4a,5,10,11a-octahydro-11H-dibenzo[b,e][1,4]-diazepin-11-one), C1(C=2C(C(N1CC(=O)Cl)=O)=CC=CC2)=O (phthalimidoacetyl chloride), C(O)([O-])=O.[Na+] (sodium hydrogencarbonate), N1=CC=CC=C1 (pyridine). Reaction SMILES: [CH2:1]([N:8]1[C:14](=[O:15])[C@H:13]2[CH2:16][CH2:17][CH2:18][CH2:19][C@H:12]2[NH:11][C:10]2[CH:20]=[CH:21][CH:22]=[CH:23][C:9]1=2)[C:2]1[CH:7]=[CH:6][CH:5]=[CH:4][CH:3]=1.[C:24]1(=[O:38])[N:28]([CH2:29][C:30](Cl)=[O:31])[C:27](=[O:33])[C:26]2=[CH:34][CH:35]=[CH:36][CH:37]=[C:25]12.N1C=CC=CC=1.C(=O)([O-])O.[Na+]>ClCCCl>[CH2:1]([N:8]1[C:14](=[O:15])[C@H:13]2[CH2:16][CH2:17][CH2:18][CH2:19][C@H:12]2[N:11]([C:30](=[O:31])[CH2:29][N:28]2[C:27](=[O:33])[C:26]3=[CH:34][CH:35]=[CH:36][CH:37]=[C:25]3[C:24]2=[O:38])[C:10]2[CH:20]=[CH:21][CH:22]=[CH:23][C:9]1=2)[C:2]1[CH:3]=[CH:4][CH:5]=[CH:6][CH:7]=1 |f:3.4|. Run at time 15 minute.